This data is from the Open Reaction Database (ORD), a public repository of structured organic reaction records. The task is: describe an organic reaction: reactants, conditions, products, and yield Starting materials: Brc1cccc(-c2nnn[nH]2)c1, C1COCCO1, COc1ccccc1B(O)O, [Na+], [Na+], O=C([O-])[O-], c1ccc(P(c2ccccc2)(c2ccccc2)[Pd](P(c2ccccc2)(c2ccccc2)c2ccccc2)(P(c2ccccc2)(c2ccccc2)c2ccccc2)P(c2ccccc2)(c2ccccc2)c2ccccc2)cc1. The product is COc1ccccc1-c1cccc(-c2nnn[nH]2)c1. Reaction SMILES: [Br:1][c:2]1[cH:3][c:4](-[c:8]2[n:9][n:10][n:11][nH:12]2)[cH:5][cH:6][cH:7]1.[CH2:30]1[O:31][CH2:32][CH2:33][O:34][CH2:35]1.[CH3:13][O:14][c:15]1[c:16]([B:21]([OH:22])[OH:23])[cH:17][cH:18][cH:19][cH:20]1.[Na+:24].[Na+:25].[O-:26][C:27](=[O:28])[O-:29].[cH:36]1[cH:37][cH:38][c:39]([P:40]([Pd:41]([P:42]([c:43]2[cH:44][cH:45][cH:46][cH:47][cH:48]2)([c:49]2[cH:50][cH:51][cH:52][cH:53][cH:54]2)[c:55]2[cH:56][cH:57][cH:58][cH:59][cH:60]2)([P:61]([c:62]2[cH:63][cH:64][cH:65][cH:66][cH:67]2)([c:68]2[cH:69][cH:70][cH:71][cH:72][cH:73]2)[c:74]2[cH:75][cH:76][cH:77][cH:78][cH:79]2)[P:80]([c:81]2[cH:82][cH:83][cH:84][cH:85][cH:86]2)([c:87]2[cH:88][cH:89][cH:90][cH:91][cH:92]2)[c:93]2[cH:94][cH:95][cH:96][cH:97][cH:98]2)([c:99]2[cH:100][cH:101][cH:102][cH:103][cH:104]2)[c:105]2[cH:106][cH:107][cH:108][cH:109][cH:110]2)[cH:111][cH:112]1>>[c:2]1(-[c:16]2[c:15]([O:14][CH3:13])[cH:20][cH:19][cH:18][cH:17]2)[cH:3][c:4](-[c:8]2[n:9][n:10][n:11][nH:12]2)[cH:5][cH:6][cH:7]1. Reactants: C(C)(C)(C)OC(NC(C(=O)C1=CC=C(C=C1)O)C1=CC(=C(C=C1)Cl)Cl)=O (rac-[1-(3,4-dichloro-phenyl)-2-(4-hydroxy-phenyl)-2-oxo-ethyl]-carbamic acid tert-butyl ester), O1CCC(CC1)CO (tetrahydro-2H-pyran-4-ylmethanol). The product is C(C)(C)(C)OC(NC(C(C1=CC=C(C=C1)OCC1CCOCC1)=O)C1=CC(=C(C=C1)Cl)Cl)=O (rac-[1-(3,4-Dichloro-phenyl)-2-oxo-2-[4-(tetrahydro-pyran-4-ylmethoxy)-phenyl]-ethyl]-carbamic acid tert-butyl ester). As a reaction SMILES: [C:1]([O:5][C:6](=[O:26])[NH:7][CH:8]([C:18]1[CH:23]=[CH:22][C:21]([Cl:24])=[C:20]([Cl:25])[CH:19]=1)[C:9]([C:11]1[CH:16]=[CH:15][C:14]([OH:17])=[CH:13][CH:12]=1)=[O:10])([CH3:4])([CH3:3])[CH3:2].[O:27]1[CH2:32][CH2:31][CH:30]([CH2:33]O)[CH2:29][CH2:28]1>>[C:1]([O:5][C:6](=[O:26])[NH:7][CH:8]([C:18]1[CH:23]=[CH:22][C:21]([Cl:24])=[C:20]([Cl:25])[CH:19]=1)[C:9](=[O:10])[C:11]1[CH:12]=[CH:13][C:14]([O:17][CH2:33][CH:30]2[CH2:31][CH2:32][O:27][CH2:28][CH2:29]2)=[CH:15][CH:16]=1)([CH3:4])([CH3:2])[CH3:3]. Reported procedure: The title compound was prepared from rac-[1-(3,4-dichloro-phenyl)-2-(4-hydroxy-phenyl)-2-oxo-ethyl]-carbamic acid tert-butyl ester and tetrahydro-2H-pyran-4-ylmethanol in analogy to Example 9c): MS (ISP): 494.2 and 496.1 (M+H)+. Reactants: N[C@@H](CCCCN)C(=O)O (L-lysine), C([C@@H](O)CC(=O)O)(=O)O (L-malic acid). Product: aqueous solution, C([C@@H](O)CC(=O)O)(=O)O.N[C@@H](CCCCN)C(=O)O (L-lysine L-malate). Isolated yield 50.0%. RXN SMILES: [NH2:1][C@H:2]([C:8]([OH:10])=[O:9])[CH2:3][CH2:4][CH2:5][CH2:6][NH2:7].[C:11]([OH:19])(=[O:18])[C@H:12]([CH2:14][C:15]([OH:17])=[O:16])[OH:13]>>[C:11]([OH:19])(=[O:18])[C@H:12]([CH2:14][C:15]([OH:17])=[O:16])[OH:13].[NH2:1][C@H:2]([C:8]([OH:10])=[O:9])[CH2:3][CH2:4][CH2:5][CH2:6][NH2:7] |f:2.3|. Procedure: To an aqueous solution of free L-lysine (200 ml, content of L-lysine: 0.45 mole) is gradually added with stirring L-malic acid (30.16 g, 1/2 mole per 1 mole of L-ysine). The reaction mixture is concentrated under reduced pressure to give a 50% aqueous solution of neutral L-lysine L-malate (liquid volume: about 170 ml). To the resulting solution is gradually added with stirring methanol (200 ml) to precipitate crystals. To a separate vessel containing methanol (470 ml) is added with stirring the ... Reactants: FC1(COC1)C=1C(=CC(=NC1)C(=O)O)OCC(F)(F)F (5-(3-fluorooxetan-3-yl)-4-(2,2,2-trifluoroethoxy)pyridine-2-carboxylic acid), CC1=NC(=NO1)C(CS(=O)(=O)C)(C)N (2-(5-methyl-1,2,4-oxadiazol-3-yl)-1-methylsulfonyl-propan-2-amine), Br (hydrobromide). Yields the product FC1(COC1)C=1C(=CC(=NC1)C(=O)NC(CS(=O)(=O)C)(C)C1=NOC(=N1)C)OCC(F)(F)F (5-(3-fluorooxetan-3-yl)-N-[2-(5-methyl-1,2,4-oxadiazol-3-yl)-1-methylsulfonylpropan-2-yl]-4-(2,2,2-trifluoroethoxy)pyridine-2-carboxamide). RXN SMILES: [F:1][C:2]1([C:6]2[C:7]([O:15][CH2:16][C:17]([F:20])([F:19])[F:18])=[CH:8][C:9]([C:12]([OH:14])=O)=[N:10][CH:11]=2)[CH2:5][O:4][CH2:3]1.[CH3:21][C:22]1[O:26][N:25]=[C:24]([C:27]([NH2:34])([CH3:33])[CH2:28][S:29]([CH3:32])(=[O:31])=[O:30])[N:23]=1.Br>>[F:1][C:2]1([C:6]2[C:7]([O:15][CH2:16][C:17]([F:20])([F:19])[F:18])=[CH:8][C:9]([C:12]([NH:34][C:27]([C:24]3[N:23]=[C:22]([CH3:21])[O:26][N:25]=3)([CH3:33])[CH2:28][S:29]([CH3:32])(=[O:31])=[O:30])=[O:14])=[N:10][CH:11]=2)[CH2:3][O:4][CH2:5]1. Procedure details: The title compound was synthesized in analogy to Example 112e, using 5-(3-fluorooxetan-3-yl)-4-(2,2,2-trifluoroethoxy)pyridine-2-carboxylic acid (Example 131b) and 2-(5-methyl-1,2,4-oxadiazol-3-yl)-1-methylsulfonyl-propan-2-amine;hydrobromide (enantiomer A) (example 124b) as starting materials and isolated (40 mg, 47%); MS (ESI, m/z): 497.5 (M+H+). Reactants: C1(=CC=C(C=C1)[C@@H](CO)NC(OC(C)(C)C)=O)C1=CC=CC=C1 ((S)-tert-butyl 1-(biphenyl-4-yl)-2-hydroxyethylcarbamate), Cl (HCl). Run in CO (MeOH). Reaction conditions: time 1 hour. Product: N[C@H](CO)C1=CC=C(C=C1)C1=CC=CC=C1 ((S)-2-amino-2-(biphenyl-4-yl)ethanol). The yield is 41.3%. Reaction SMILES: [C:1]1([C:18]2[CH:23]=[CH:22][CH:21]=[CH:20][CH:19]=2)[CH:6]=[CH:5][C:4]([C@H:7]([NH:10]C(=O)OC(C)(C)C)[CH2:8][OH:9])=[CH:3][CH:2]=1.Cl>CO>[NH2:10][C@@H:7]([C:4]1[CH:5]=[CH:6][C:1]([C:18]2[CH:23]=[CH:22][CH:21]=[CH:20][CH:19]=2)=[CH:2][CH:3]=1)[CH2:8][OH:9]. Reported procedure: To a solution of (S)-tert-butyl 1-(biphenyl-4-yl)-2-hydroxyethylcarbamate (608 mg, 1.940 mmol) in MeOH (3 mL) was added HCl (4M in dioxane, 8 mL) at room temperature. The mixture was stirred for 1 hour and concentrated under reduced pressure. The residue was dissolved in DCM (10 mL)/water (1.0 mL) and stirred with NaHCO3 for 1 hour. The mixture was filtered off and rinsed with DCM. The filtrate was dried over sodium sulfate, filtered off and concentrated under reduced pressure providing (S)-2-am...